This data is from the Open Reaction Database (ORD), a public repository of structured organic reaction records. The task is: describe an organic reaction: reactants, conditions, products, and yield The reactants are FC(F)(F)c1ccc(C=Cc2nc(CCl)co2)cc1, [H-], [Na+], OCC(O)Cc1nccn1CCCc1cccc(O)c1. Product: OCC(O)Cc1nccn1CCCc1cccc(OCc2coc(C=Cc3ccc(C(F)(F)F)cc3)n2)c1. As a reaction SMILES: [Cl:23][CH2:24][c:25]1[n:26][c:27]([CH:30]=[CH:31][c:32]2[cH:33][cH:34][c:35]([C:38]([F:39])([F:40])[F:41])[cH:36][cH:37]2)[o:28][cH:29]1.[H-:21].[Na+:22].[OH:1][c:2]1[cH:3][c:4]([CH2:8][CH2:9][CH2:10][n:11]2[c:12]([CH2:16][CH:17]([CH2:18][OH:19])[OH:20])[n:13][cH:14][cH:15]2)[cH:5][cH:6][cH:7]1>>[O:1]([c:2]1[cH:3][c:4]([CH2:8][CH2:9][CH2:10][n:11]2[c:12]([CH2:16][CH:17]([CH2:18][OH:19])[OH:20])[n:13][cH:14][cH:15]2)[cH:5][cH:6][cH:7]1)[CH2:24][c:25]1[n:26][c:27]([CH:30]=[CH:31][c:32]2[cH:33][cH:34][c:35]([C:38]([F:39])([F:40])[F:41])[cH:36][cH:37]2)[o:28][cH:29]1. Starting materials: F[B-](F)(F)F, CC(C)(C)[PH+](C(C)(C)C)C(C)(C)C, CC1(C)OB(c2cccnc2Oc2ccc(N)cc2)OC1(C)C, Cc1onc(N)c1Br, [Na+], [Na+], O=C([O-])[O-], C1COCCO1, O=C(C=Cc1ccccc1)C=Cc1ccccc1, O=C(C=Cc1ccccc1)C=Cc1ccccc1, O=C(C=Cc1ccccc1)C=Cc1ccccc1, [Pd], [Pd]. Product: Cc1onc(N)c1-c1cccnc1Oc1ccc(N)cc1. As a reaction SMILES: [B-:38]([F:39])([F:40])([F:41])[F:42].[C:43]([PH+:44]([C:45]([CH3:46])([CH3:47])[CH3:48])[C:49]([CH3:50])([CH3:51])[CH3:52])([CH3:53])([CH3:54])[CH3:55].[CH3:9][C:10]1([CH3:11])[C:12]([CH3:13])([CH3:14])[O:15][B:16]([c:17]2[c:18]([O:23][c:24]3[cH:25][cH:26][c:27]([NH2:30])[cH:28][cH:29]3)[n:19][cH:20][cH:21][cH:22]2)[O:31]1.[NH2:1][c:2]1[n:3][o:4][c:5]([CH3:8])[c:6]1[Br:7].[Na+:32].[Na+:33].[O-:34][C:35](=[O:36])[O-:37].[O:112]1[CH2:113][CH2:114][O:115][CH2:116][CH2:117]1.[O:58]=[C:59]([CH:60]=[CH:61][c:62]1[cH:63][cH:64][cH:65][cH:66][cH:67]1)[CH:68]=[CH:69][c:70]1[cH:71][cH:72][cH:73][cH:74][cH:75]1.[O:76]=[C:77]([CH:78]=[CH:79][c:80]1[cH:81][cH:82][cH:83][cH:84][cH:85]1)[CH:86]=[CH:87][c:88]1[cH:89][cH:90][cH:91][cH:92][cH:93]1.[O:94]=[C:95]([CH:96]=[CH:97][c:98]1[cH:99][cH:100][cH:101][cH:102][cH:103]1)[CH:104]=[CH:105][c:106]1[cH:107][cH:108][cH:109][cH:110][cH:111]1.[Pd:56].[Pd:57]>>[NH2:1][c:2]1[n:3][o:4][c:5]([CH3:8])[c:6]1-[c:17]1[c:18]([O:23][c:24]2[cH:25][cH:26][c:27]([NH2:30])[cH:28][cH:29]2)[n:19][cH:20][cH:21][cH:22]1. The reactants are S1C=C(C=C1)N=C=O (3-thienyl isocyanate), O (water), 2.6, CN1CC(=O)N=C1N (creatinine). Solvent: C1(=CC=CC=C1)C (toluene), CN(C)C=O (DMF). Reaction conditions: temperature 75 celsius. The product is CN1C(NC(C1)=O)=NC(=O)NC1=CSC=C1 (1-(Tetrahydro-1-methyl-4-oxo-1H-imidazol-2-ylidene)-3-(3-thienyl) urea). Reaction SMILES: [CH3:1][N:2]1[C:7]([NH2:8])=[N:6][C:4](=[O:5])[CH2:3]1.[S:9]1[CH:13]=[CH:12][C:11]([N:14]=[C:15]=[O:16])=[CH:10]1.O>CN(C=O)C.C1(C)C=CC=CC=1>[CH3:1][N:2]1[CH2:3][C:4](=[O:5])[NH:6][C:7]1=[N:8][C:15]([NH:14][C:11]1[CH:12]=[CH:13][S:9][CH:10]=1)=[O:16]. Reported procedure: To a stirred suspension of 2.6 (23 mM) of creatinine in 50 ml of anhydrous DMF was added a solution of 3.0 g (23 mM) of 3-thienyl isocyanate in 25 ml of toluene. The resulting mixture was heated at 75° C. for 4.5 hrs., cooled and added to 150 ml of water. The resulting precipitate was collected and recrystallized from ethyl acetate to give 1.4 g of the above urea as a cream colored solid, m.p. 194°-195° C.